Dataset: the Open Reaction Database (ORD), a public repository of structured organic reaction records. Task: describe an organic reaction: reactants, conditions, products, and yield Reactants: C(C1=CC=CC=C1)OCC(OCC(=O)O)CO (1-O-benzyl-2-O-carboxymethylglycerol). The reagents and catalysts are S(O)(O)(=O)=O (sulfuric acid). Run in C1=CC=CC=C1 (benzene). Product: C(C1=CC=CC=C1)OCC1OCC(OC1)=O (5-benzyloxymethyl-2-oxo-1,4-dioxane). Reaction SMILES: [CH2:1]([O:8][CH2:9][CH:10]([CH2:16][OH:17])[O:11][CH2:12][C:13]([OH:15])=O)[C:2]1[CH:7]=[CH:6][CH:5]=[CH:4][CH:3]=1>C1C=CC=CC=1.S(=O)(=O)(O)O>[CH2:1]([O:8][CH2:9][CH:10]1[CH2:16][O:17][C:13](=[O:15])[CH2:12][O:11]1)[C:2]1[CH:3]=[CH:4][CH:5]=[CH:6][CH:7]=1. Reported procedure: Hydroxy acid (2.34 g) obtained from Example 27 was dissolved in benzene (400 ml), and concentrated sulfuric acid (4 drops) was added thereto. The reaction mixture was stirred under reflux for 2 hours as removing water by Dean-Stark trap to complete the reaction. The reaction mixture was washed with water and saturated brine sequentially and dried over anhydrous magnesium sulfate. Upon concentrating the reaction mixture under reduced pressure, lactione (2 g) was obtain as oil. Reactants: C(C)C1=C(C=CC2=C1N=CO2)NC(C(F)(F)F)=O (4-ethyl-5-trifluoroacetamidobenzoxazole), mixture, O (water), C([O-])([O-])=O.[K+].[K+] (potassium carbonate), C(C)(=O)OCC (ethyl acetate), O (water). Solvent: CO (methanol). Conditions: temperature 90 celsius. Product: NC=1C=CC2=C(N=CO2)C1CC (5-amino-4-ethylbenzoxazole). RXN SMILES: [CH2:1]([C:3]1[C:8]2[N:9]=[CH:10][O:11][C:7]=2[CH:6]=[CH:5][C:4]=1[NH:12]C(=O)C(F)(F)F)[CH3:2].O.C(=O)([O-])[O-].[K+].[K+].C(OCC)(=O)C>CO>[NH2:12][C:4]1[CH:5]=[CH:6][C:7]2[O:11][CH:10]=[N:9][C:8]=2[C:3]=1[CH2:1][CH3:2] |f:2.3.4|. Reported procedure: A solution of 4-ethyl-5-trifluoroacetamidobenzoxazole (14.13 mmol) in a 20% mixture of water in methanol (20 mL) is treated with anhydrous potassium carbonate (56.52 mmol). A reflux condenser is attached and the mixture is heated to 90° C. with an oil bath for five hours. The mixture is cooled to room temperature and distributed between ethyl acetate (100 mL) and water (100 mL). The ethyl acetate layer is dried over magnesium sulfate and concentrated under reduced pressure to yield a black resid... Starting materials: CC1(C)NC(=O)NC1=O, CCO, [Cu], O=[N+]([O-])c1ccc(Cl)cc1C(F)(F)F. Yields the product CC1(C)NC(=O)N(c2ccc([N+](=O)[O-])c(C(F)(F)F)c2)C1=O. Reaction SMILES: [CH3:1][C:2]1([CH3:9])[C:3](=[O:8])[NH:4][C:5](=[O:7])[NH:6]1.[CH3:24][CH2:25][OH:26].[Cu:27].[N+:10](=[O:11])([O-:12])[c:13]1[c:14]([C:20]([F:21])([F:22])[F:23])[cH:15][c:16]([Cl:19])[cH:17][cH:18]1>>[CH3:1][C:2]1([CH3:9])[C:3](=[O:8])[N:4]([c:16]2[cH:15][c:14]([C:20]([F:21])([F:22])[F:23])[c:13]([N+:10](=[O:11])[O-:12])[cH:18][cH:17]2)[C:5](=[O:7])[NH:6]1. The reactants are FC=1C=CC2=C(C(N3[C@H](C=4N2C=NC4C(N)=NO)CC3)=O)C1 ((S)-7-fluoro-12,12a-dihydro-9-oxo-9H,11H-azeto-[2,1-c]imidazo[1,5-a][1,4]benzodiazepine-1-carboxamidoxime), C(=O)(OC(C)(C)C)NCC(=O)O (BOC-glycine), C(=O)=O (CO2), C(=O)(N1C=NC=C1)N1C=NC=C1 (1,1'-carbonyldiimidazole). Solvent: CN(C=O)C (N,N-dimethylformamide). Reaction conditions: time 8 hour. Yields the product C(=O)(OC(C)(C)C)C(C1=NC(=NO1)C=1N=CN2C1[C@H]1N(C(C3=C2C=CC(=C3)F)=O)CC1)N ((S)-1-[5-(BOC-aminomethyl)-1,2,4-oxadiazol-3-yl]-7-fluoro-12,12a-dihydro-9H,11H-azeto[2,1-c]imidazo[1,5-a][1,4]benzodiazepin-9-one). Isolated yield 61.2%. RXN SMILES: [C:1](NCC(O)=O)([O:3][C:4]([CH3:7])([CH3:6])[CH3:5])=[O:2].C(N1C=CN=C1)([N:15]1[CH:19]=[CH:18]N=C1)=O.C(=O)=O.[F:28][C:29]1[CH:30]=[CH:31][C:32]2[N:38]3[CH:39]=[N:40][C:41]([C:42](=[N:44][OH:45])[NH2:43])=[C:37]3[C@@H:36]3[CH2:46][CH2:47][N:35]3[C:34](=[O:48])[C:33]=2[CH:49]=1>CN(C)C=O>[C:1]([CH:19]([NH2:15])[C:18]1[O:45][N:44]=[C:42]([C:41]2[N:40]=[CH:39][N:38]3[C:32]4[CH:31]=[CH:30][C:29]([F:28])=[CH:49][C:33]=4[C:34](=[O:48])[N:35]4[CH2:47][CH2:46][C@H:36]4[C:37]=23)[N:43]=1)([O:3][C:4]([CH3:5])([CH3:6])[CH3:7])=[O:2]. Reported procedure: 8.41 g (48 mmol) of BOC-glycine were dissolved in 30 ml of N,N-dimethylformamide and treated portionwise with 7.8 g (48 mmol) of 1,1'-carbonyldiimidazole. After completion of the CO2 evolution the solution was stirred at 45° for 10'. Then, 12.05 g (40 mmol) of (S)-7-fluoro-12,12a-dihydro-9-oxo-9H,11H-azeto-[2,1-c]imidazo[1,5-a][1,4]benzodiazepine-1-carboxamidoxime were added and the mixture was stirred at 90° overnight. By evaporation of the solution, chromatography of the residue on 550 g of si... Reactants: C(C1=CC=CC=C1)OC(=O)N(CC(=O)OCC)CCCCC(=O)OCC (ethyl 3-[N-benzyloxycarbonyl-N-(ethoxycarbonyl methyl)amino]ethylpropionate), [O-]CC.[Na+] (sodium ethoxide), C(C)O (ethanol). Yields the product C(C1=CC=CC=C1)OC(=O)N1CC(C(C1)=O)C(=O)OCC (Ethyl 1-benzyloxycarbonyl-4-oxopyrrolidine-3-carboxylate). The yield is 72.0%. Reaction SMILES: [CH2:1]([O:8][C:9]([N:11]([CH2:18][CH2:19][CH2:20]CC(OCC)=O)[CH2:12][C:13]([O:15]CC)=O)=[O:10])[C:2]1[CH:7]=[CH:6][CH:5]=[CH:4][CH:3]=1.[O-:27][CH2:28][CH3:29].[Na+].C([OH:33])C>>[CH2:1]([O:8][C:9]([N:11]1[CH2:12][C:13](=[O:15])[CH:19]([C:20]([O:27][CH2:28][CH3:29])=[O:33])[CH2:18]1)=[O:10])[C:2]1[CH:3]=[CH:4][CH:5]=[CH:6][CH:7]=1 |f:1.2|. Procedure: To a solution of ethyl 3-[N-benzyloxycarbonyl-N-(ethoxycarbonyl methyl)amino]ethylpropionate (26.8 g, 79.5 mmol) in ethanol (200 mL), sodium ethoxide (20% solution in ethanol, 40.6 mL, 119.3 mmol) was added, and the mixture was heated under reflux for 2 hours. After concentrating the reaction mixture under reduced pressure, the residue was dissolved in water (100 mL). Concentrated hydrochloric acid was added to this solution in an ice bath for acidification, and the solution was extracted with c... The reactants are CC(CCC(C)=O)=O (2,5-hexanedione), C(\C=C/C(=O)O)(=O)O (maleic acid), I.N(N)C=1NCCN1 (2-hydrazino-4,5-dihydro-1H-imidazole hydroiodide), [OH-].[K+] (potassium hydroxide). The solvent is CCOCC (ether), C(C)O (ethanol), C(C)O (ethanol), C1=CC=CC=C1 (benzene), C(Cl)Cl (methylene chloride). Yields the product C(\C=C/C(=O)O)(=O)O.CC=1N(C(=CC1)C)NC=1NCCN1 (2-(2,5-Dimethyl-pyrrol-1-yl)amino-4,5-dihydro-1H-imidazole maleate). As a reaction SMILES: [CH3:1][C:2](=O)[CH2:3][CH2:4][C:5](=O)[CH3:6].I.[NH:10]([C:12]1[NH:13][CH2:14][CH2:15][N:16]=1)[NH2:11].[OH-].[K+].[C:19]([OH:26])(=[O:25])/[CH:20]=[CH:21]\[C:22]([OH:24])=[O:23]>CCOCC.C(Cl)Cl.C1C=CC=CC=1.C(O)C>[C:19]([OH:26])(=[O:25])/[CH:20]=[CH:21]\[C:22]([OH:24])=[O:23].[CH3:1][C:2]1[N:11]([NH:10][C:12]2[NH:16][CH2:15][CH2:14][N:13]=2)[C:5]([CH3:6])=[CH:4][CH:3]=1 |f:1.2,3.4,10.11|. Procedure details: To a boiling solution of 8.63 g. (0.0756 mole) of 2,5-hexanedione in 50 ml. of absolute ethanol, a solution of 14 g. (0.0614 mole) of 2-hydrazino-4,5-dihydro-1H-imidazole hydroiodide and 3.47 g. (0.0620 mole) of potassium hydroxide in 120 ml. of absolute ethanol and 60 ml. of anhydrous benzene is quickly added. The mixture is stirred under reflux for 30 minutes and at room temperature for 12 hours. The potassium iodide which forms is cast off by filtration, then the mixture is concentrated to sm... Reactants: CSC (dimethyl sulfide), aldehyde, O=[O+][O-] (ozone), C(=CCC)C1C(N(CC1COC1OCCCC1)C)=O (3-(butenyl)-1-methyl-4-(2-tetrahydropyranyl-oxy-methyl)-pyrrolidone), ozonide. Run in [Cl-] (chloride), CO (methanol). The product is C(=O)CCC1C(N(CC1COC1OCCCC1)C)=O (3-Formylethyl-1-methyl-4-(2-tetrahydropyranyl-oxy-methyl)-pyrrolidone). RXN SMILES: [CH:1]([CH:5]1[CH:9]([CH2:10][O:11][CH:12]2[CH2:17][CH2:16][CH2:15][CH2:14][O:13]2)[CH2:8][N:7]([CH3:18])[C:6]1=[O:19])=[CH:2][CH2:3]C.[O:20]=[O+][O-].CSC>[Cl-].CO>[CH:3]([CH2:2][CH2:1][CH:5]1[CH:9]([CH2:10][O:11][CH:12]2[CH2:17][CH2:16][CH2:15][CH2:14][O:13]2)[CH2:8][N:7]([CH3:18])[C:6]1=[O:19])=[O:20]. Reported procedure: 11.0 g (41 m mols) of 3-(butenyl)-1-methyl-4-(2-tetrahydropyranyl-oxy-methyl)-pyrrolidone were dissolved in a mixture of 60 ml of absolute methyle chloride and 30 ml of absolute methanol. At -70° C ozone was introduced into this solution, while stirring, until the solution had a blue color. The reduction of the ozonide with dimethyl sulfide and the isolation of the aldehyde was effected in analogy to Example (5).